From a dataset of the Open Reaction Database (ORD), a public repository of structured organic reaction records. describe an organic reaction: reactants, conditions, products, and yield The reactants are COC(CN(C(=O)CCOCCc1cccc(C#N)c1)C1CCCCC1)OC, O=C([O-])[O-], CCO, Cl, [K+], [K+], NO, O. The product is COC(CN(C(=O)CCOCCc1cccc(C(=N)NO)c1)C1CCCCC1)OC. RXN SMILES: [C:1](#[N:2])[c:3]1[cH:4][c:5]([CH2:6][CH2:7][O:8][CH2:9][CH2:10][C:11](=[O:12])[N:13]([CH2:14][CH:15]([O:16][CH3:17])[O:18][CH3:19])[CH:20]2[CH2:21][CH2:22][CH2:23][CH2:24][CH2:25]2)[cH:26][cH:27][cH:28]1.[C:29](=[O:30])([O-:31])[O-:32].[CH3:38][CH2:39][OH:40].[ClH:35].[K+:33].[K+:34].[NH2:36][OH:37].[OH2:41]>>[C:1](=[NH:2])([c:3]1[cH:4][c:5]([CH2:6][CH2:7][O:8][CH2:9][CH2:10][C:11](=[O:12])[N:13]([CH2:14][CH:15]([O:16][CH3:17])[O:18][CH3:19])[CH:20]2[CH2:21][CH2:22][CH2:23][CH2:24][CH2:25]2)[cH:26][cH:27][cH:28]1)[NH:36][OH:37]. Conditions: time 1 hour. Product: BrC=1C(=C2CN3C(=NC2=CC1)NC(C3)=O)COC (7-Bromo-6-methoxymethyl-1,2,3,5-tetrahydroimidazo[2,1-b]-quinazolin-2-one). Reactants: COCC1=C2CN3C(=NC2=CC=C1)NC(C3)=O (6-methoxymethyl-1,2,3,5-tetrahydroimidazo[2,1-b]-quinazolin-2-one), C(C)(=O)O (acetic acid), BrBr (bromine). Solvent: O (water). Procedure details: To a vigorously stirred solution of 1.87 g. (0.01 mole) of 6-methoxymethyl-1,2,3,5-tetrahydroimidazo[2,1-b]-quinazolin-2-one in 40 ml. of glacial acetic acid is added dropwise at room temperature 1.60 g. (0.01 mole) of bromine. The mixture is stirred at room temperature for one hour, water (50 ml.) is added and the volume concentrated (10-15 ml.) in vacuo. Additional water (50 ml.) is added, the solution made basic with ammonium hydroxice, warmed and the insoluble material filtered under suction... As a reaction SMILES: [CH3:1][O:2][CH2:3][C:4]1[CH:13]=[CH:12][CH:11]=[C:10]2[C:5]=1[CH2:6][N:7]1[CH2:16][C:15](=[O:17])[NH:14][C:8]1=[N:9]2.C(O)(=O)C.[Br:22]Br>O>[Br:22][C:13]1[C:4]([CH2:3][O:2][CH3:1])=[C:5]2[C:10](=[CH:11][CH:12]=1)[N:9]=[C:8]1[NH:14][C:15](=[O:17])[CH2:16][N:7]1[CH2:6]2. Yields the product FC(OC=1C=C(C=CC1)C=C)(F)F (m-trifluoromethoxyphenylethene). Procedure: A solution of one mole equivalent of m-trifluoromethoxybenzaldehyde in dry tetrahydrofuran is combined with 5 mole equivalents of diiodomethane, 9 mole equivalents of zinc powder, 1 mole equivalent of titanium tetraisopropoxide, and the mixture is stirred at room temperature for 3 hours. The product is extracted from the mixture after removal of solvent in vacuo to give m-trifluoromethoxyphenylethene. Reactants: FC(OC=1C=C(C=O)C=CC1)(F)F (m-trifluoromethoxybenzaldehyde), ICI (diiodomethane). The solvent is O1CCCC1 (tetrahydrofuran). Reaction SMILES: [F:1][C:2]([F:13])([F:12])[O:3][C:4]1[CH:5]=[C:6]([CH:9]=[CH:10][CH:11]=1)[CH:7]=O.I[CH2:15]I>O1CCCC1.[Zn].CC(C)[O-].CC(C)[O-].CC(C)[O-].CC(C)[O-].[Ti+4]>[F:1][C:2]([F:13])([F:12])[O:3][C:4]1[CH:5]=[C:6]([CH:7]=[CH2:15])[CH:9]=[CH:10][CH:11]=1 |f:4.5.6.7.8|. Reagents/catalysts: [Zn] (zinc), CC([O-])C.CC([O-])C.CC([O-])C.CC([O-])C.[Ti+4] (titanium tetraisopropoxide). Reaction conditions: time 3 hour. The reactants are m-phenoxybenzyl ester, C1(=CC=CC=C1)N[C@@H](C(C)C)C(=O)O (N-phenylvaline), CI (methyl iodide), C([O-])([O-])=O.[K+].[K+] (potassium carbonate), ice water. Solvent: CN(C)P(=O)(N(C)C)N(C)C (HMPT), O1CCCC1 (tetrahydrofuran). Product: m-phenoxybenzyl ester, C1(=CC=CC=C1)N([C@@H](C(C)C)C(=O)O)C (N-phenyl-N-methylvaline). RXN SMILES: [C:1]1([NH:7][C@H:8]([C:12]([OH:14])=[O:13])[CH:9]([CH3:11])[CH3:10])[CH:6]=[CH:5][CH:4]=[CH:3][CH:2]=1.CI.[C:17](=O)([O-])[O-].[K+].[K+]>CN(P(N(C)C)(N(C)C)=O)C.O1CCCC1>[C:1]1([N:7]([CH3:17])[C@H:8]([C:12]([OH:14])=[O:13])[CH:9]([CH3:11])[CH3:10])[CH:6]=[CH:5][CH:4]=[CH:3][CH:2]=1 |f:2.3.4|. Reported procedure: To the m-phenoxybenzyl ester of N-phenylvaline (0.25 g) in HMPT (1 ml) and tetrahydrofuran (1 ml), at 24°, is added methyl iodide (0.12 ml) followed by potassium carbonate (0.092 g). The reaction mixture is heated at 60° for 4 days. The reaction is worked up by pouring into ice-water (5 ml) and extracting with ether (3×10 ml). The combined ether extracts are washed with water (2×10 ml) and brine (1×5 ml) and dried over calcium sulfate. The product is isolated and purified by preparative TLC to g... The reactants are C1COCCO1, Cc1cnc(CN(CCCCN)Cc2ncccc2C(C)C)c(C)c1, NS(N)(=O)=O. Product: Cc1cnc(CN(CCCCNS(N)(=O)=O)Cc2ncccc2C(C)C)c(C)c1. As a reaction SMILES: [CH2:31]1[O:32][CH2:33][CH2:34][O:35][CH2:36]1.[CH3:1][c:2]1[c:3]([CH2:9][N:10]([CH2:11][CH2:12][CH2:13][CH2:14][NH2:15])[CH2:16][c:17]2[n:18][cH:19][cH:20][cH:21][c:22]2[CH:23]([CH3:24])[CH3:25])[n:4][cH:5][c:6]([CH3:8])[cH:7]1.[NH2:26][S:27]([NH2:28])(=[O:29])=[O:30]>>[CH3:1][c:2]1[c:3]([CH2:9][N:10]([CH2:11][CH2:12][CH2:13][CH2:14][NH:15][S:27]([NH2:26])(=[O:29])=[O:30])[CH2:16][c:17]2[n:18][cH:19][cH:20][cH:21][c:22]2[CH:23]([CH3:24])[CH3:25])[n:4][cH:5][c:6]([CH3:8])[cH:7]1. Starting materials: BrC1=C(C=C(C=C1)S(=O)(=O)NC(C)(C)C)C (4-bromo-N-tert-butyl-3-methylbenzenesulfonamide), CN(C)C=O (DMF). Reagents/catalysts: C=1C=CC(=CC1)[P](C=2C=CC=CC2)(C=3C=CC=CC3)[Pd]([P](C=4C=CC=CC4)(C=5C=CC=CC5)C=6C=CC=CC6)([P](C=7C=CC=CC7)(C=8C=CC=CC8)C=9C=CC=CC9)[P](C=1C=CC=CC1)(C=1C=CC=CC1)C=1C=CC=CC1 (Pd(PPh3)4), [C-]#N.[Zn+2].[C-]#N (zinc cyanide). The solvent is CCOC(=O)C (EtOAc). Run at temperature 120 celsius. The product is C(C)(C)(C)NS(=O)(=O)C1=CC(=C(C=C1)C#N)C (N-tert-butyl-4-cyano-3-methylbenzenesulfonamide). As a reaction SMILES: Br[C:2]1[CH:7]=[CH:6][C:5]([S:8]([NH:11][C:12]([CH3:15])([CH3:14])[CH3:13])(=[O:10])=[O:9])=[CH:4][C:3]=1[CH3:16].[CH3:17][N:18](C=O)C>CCOC(C)=O.[C-]#N.[Zn+2].[C-]#N.C1C=CC([P]([Pd]([P](C2C=CC=CC=2)(C2C=CC=CC=2)C2C=CC=CC=2)([P](C2C=CC=CC=2)(C2C=CC=CC=2)C2C=CC=CC=2)[P](C2C=CC=CC=2)(C2C=CC=CC=2)C2C=CC=CC=2)(C2C=CC=CC=2)C2C=CC=CC=2)=CC=1>[C:12]([NH:11][S:8]([C:5]1[CH:6]=[CH:7][C:2]([C:17]#[N:18])=[C:3]([CH3:16])[CH:4]=1)(=[O:10])=[O:9])([CH3:15])([CH3:14])[CH3:13] |f:3.4.5,^1:36,38,57,76|. Reported procedure: A mixture of 4-bromo-N-tert-butyl-3-methylbenzenesulfonamide (1.207 g) and zinc cyanide (0.976 g) in DMF (8 ml) was purged with N2 for 20 min. Then PdCl2(dppf) was added. The reaction mixture was heated at 120° C. for 4 hours and showed no reaction. Pd(PPh3)4 was added and the reaction mixture was stirred at 120° C. over the weekend. The reaction mixture was diluted with EtOAc and washed with 5% LiCl solution (2×). The combined organic layers were dried (MgSO4), concentrated and purified by sili... Reactants: Cl, Cl, Cl, N#CO[K], NC1CCN(CCCOc2ccc3c4c(c(=O)oc3c2)CCC4)CC1, O. The product is Cl, NC(=O)NC1CCN(CCCOc2ccc3c4c(c(=O)oc3c2)CCC4)CC1. RXN SMILES: [ClH:1].[ClH:2].[ClH:32].[K:28][O:29][C:30]#[N:31].[NH2:3][CH:4]1[CH2:5][CH2:6][N:7]([CH2:10][CH2:11][CH2:12][O:13][c:14]2[cH:15][c:16]3[c:17]([c:18]4[c:19]([c:20](=[O:22])[o:21]3)[CH2:23][CH2:24][CH2:25]4)[cH:26][cH:27]2)[CH2:8][CH2:9]1.[OH2:33]>>[ClH:1].[NH:3]([CH:4]1[CH2:5][CH2:6][N:7]([CH2:10][CH2:11][CH2:12][O:13][c:14]2[cH:15][c:16]3[c:17]([c:18]4[c:19]([c:20](=[O:22])[o:21]3)[CH2:23][CH2:24][CH2:25]4)[cH:26][cH:27]2)[CH2:8][CH2:9]1)[C:30](=[O:29])[NH2:31].